This data is from the Open Reaction Database (ORD), a public repository of structured organic reaction records. The task is: describe an organic reaction: reactants, conditions, products, and yield The reactants are O=O (oxygen), C(=O)=O (carbon dioxide), [Mg] (magnesium), C(C)N(CCCNC1=NNC2=CC=CC(=C12)Cl)CC (3-(3-diethylaminopropylamino)-4-chloroindazole), C(C)(C)Br (isopropyl bromide), S(O)(O)(=O)=O (sulfuric acid). Run in C(C)OCC (diethyl ether), C(C)OCC (diethyl ether), O (water). Run at time 12 hour. Product: C(C)N(CCCNC1=NNC2=CC=CC(=C12)O)CC (3-(3-diethylaminopropylamino)-4-hydroxyindazole). Isolated yield 41.0%. Reaction SMILES: [Mg].[CH2:2]([N:4]([CH2:19][CH3:20])[CH2:5][CH2:6][CH2:7][NH:8][C:9]1[C:17]2[C:12](=[CH:13][CH:14]=[CH:15][C:16]=2Cl)[NH:11][N:10]=1)[CH3:3].C(Br)(C)C.O=O.C(=O)=[O:28].S(=O)(=O)(O)O>O.C(OCC)C>[CH2:2]([N:4]([CH2:19][CH3:20])[CH2:5][CH2:6][CH2:7][NH:8][C:9]1[C:17]2[C:12](=[CH:13][CH:14]=[CH:15][C:16]=2[OH:28])[NH:11][N:10]=1)[CH3:3]. Reported procedure: To 20 ml of diethyl ether solution containing 600 mg of magnesium powder was added dropwise a mixed solution consisting of 2.81 g of the 3-(3-diethylaminopropylamino)-4-chloroindazole, 2.06 g of isopropyl bromide and 20 ml of diethyl ether. Into the solution were introduced dried oxygen gas and dried carbon dioxide gas for 10 hours so as to reflux the solution, and the solution was left to stand for 12 hours. The pH of the solution was adjusted to 4.0 by adding dropwise sulfuric acid to the solu... The reactants are C=CS(=O)(=O)N1CCC(Nc2cccc(-c3sc(C(=O)OC)c(OCC(=O)OC(C)(C)C)c3Br)c2)CC1, Cl, c1c[nH]cn1. RXN SMILES: [CH3:1][O:2][C:3](=[O:4])[c:5]1[s:6][c:7](-[c:20]2[cH:21][c:22]([NH:26][CH:27]3[CH2:28][CH2:29][N:30]([S:33](=[O:34])(=[O:35])[CH:36]=[CH2:37])[CH2:31][CH2:32]3)[cH:23][cH:24][cH:25]2)[c:8]([Br:19])[c:9]1[O:10][CH2:11][C:12](=[O:13])[O:14][C:15]([CH3:16])([CH3:17])[CH3:18].[ClH:43].[nH:38]1[cH:39][n:40][cH:41][cH:42]1>>[CH3:1][O:2][C:3](=[O:4])[c:5]1[s:6][c:7](-[c:20]2[cH:21][c:22]([NH:26][CH:27]3[CH2:28][CH2:29][N:30]([S:33](=[O:34])(=[O:35])[CH2:36][CH2:37][n:38]4[cH:39][n:40][cH:41][cH:42]4)[CH2:31][CH2:32]3)[cH:23][cH:24][cH:25]2)[c:8]([Br:19])[c:9]1[O:10][CH2:11][C:12](=[O:13])[O:14][C:15]([CH3:16])([CH3:17])[CH3:18]. Yields the product COC(=O)c1sc(-c2cccc(NC3CCN(S(=O)(=O)CCn4ccnc4)CC3)c2)c(Br)c1OCC(=O)OC(C)(C)C. Reactants: C(C#CCO)O (But-2-yne-1,4-diol), N(=NC(=O)OC(C)C)C(=O)OC(C)C (diisopropyl azodicarboxylate), C1(C=2C(C(N1)=O)=CC=CC2)=O (phthalimide), C1(=CC=CC=C1)P(C1=CC=CC=C1)C1=CC=CC=C1 (triphenylphosphine). Solvent: O1CCCC1 (tetrahydrofuran). Run at temperature 0 celsius. Product: OCC#CCN1C(C2=CC=CC=C2C1=O)=O (2-(4-hydroxy-but-2-ynyl)-isoindole-1,3-dione). The yield is 38.7%. Reaction SMILES: [CH2:1](O)[C:2]#[C:3][CH2:4][OH:5].[C:7]1(=[O:17])[NH:11][C:10](=[O:12])[C:9]2=[CH:13][CH:14]=[CH:15][CH:16]=[C:8]12.C1(P(C2C=CC=CC=2)C2C=CC=CC=2)C=CC=CC=1.N(C(OC(C)C)=O)=NC(OC(C)C)=O>O1CCCC1>[OH:5][CH2:4][C:3]#[C:2][CH2:1][N:11]1[C:7](=[O:17])[C:8]2[C:9](=[CH:13][CH:14]=[CH:15][CH:16]=2)[C:10]1=[O:12]. Procedure: But-2-yne-1,4-diol (8.78 g, 102 mmol), phthalimide (5.00 g, 33.98 mmol) and triphenylphosphine (8.91 g, 33.98 mmol) were combined and dissolved in tetrahydrofuran (165 mL) and then chilled to 0° C. While stirring, diisopropyl azodicarboxylate (10 mL, 50.97 mmol) was added dropwise. The ice bath was removed and the reaction continued to stir at 25° C. for 16 h. The reaction was concentrated in vacuo to give a thick golden oil. Purification by flash column chromatography (Merck silica gel 60, 40-6... Starting materials: C(=O)([O-])[O-].[K+].[K+] (K2CO3), O(C1=CC=CC=C1)C=1C=C(C=CC1)N(CC(C(F)(F)F)O)CC1=CC(=CC=C1)Br (3-[(3-phenoxyphenyl)[[3-bromophenyl]methyl]-amino]-1,1,1-trifluoro-2-propanol), FC(C1=C(C=CC=C1)B(O)O)(F)F (2-(tri-fluoromethyl)phenylboronic acid), O(C1=CC=CC=C1)C=1C=C(C=CC1)CC(C(F)(F)F)(O)NCC=1C=C(C=CC1)C1=C(C=CC=C1)C(F)(F)F ((3-phenoxyphenyl) [[(2′-(trifluoromethyl)[1,1′-biphenyl]-3-yl]methyl]amino]-1,1,1-tri-fluoro-2-propanol). The reagents and catalysts are C=1C=CC(=CC1)[P](C=2C=CC=CC2)(C=3C=CC=CC3)[Pd]([P](C=4C=CC=CC4)(C=5C=CC=CC5)C=6C=CC=CC6)([P](C=7C=CC=CC7)(C=8C=CC=CC8)C=9C=CC=CC9)[P](C=1C=CC=CC1)(C=1C=CC=CC1)C=1C=CC=CC1 (Pd(PPh3)4). The solvent is O (water), CN(C)C=O (DMF), C1(=CC=CC=C1)C (toluene), CCO (EtOH), CCO (EtOH). The product is O(C1=CC=CC=C1)C=1C=C(C=CC1)N(CC(C(F)(F)F)O)CC=1C=C(C=CC1)C1=C(C=CC=C1)C(F)(F)F (3-[(3-phenoxyphenyl)[[2′-(trifluoromethyl)[1,1′-biphenyl]-3-yl]methyl]amino]-1,1,1-trifluoro-2-propanol). As a reaction SMILES: [O:1]([C:8]1[CH:9]=[C:10]([N:14]([CH2:22][C:23]2[CH:28]=[CH:27][CH:26]=[C:25](Br)[CH:24]=2)[CH2:15][CH:16]([OH:21])[C:17]([F:20])([F:19])[F:18])[CH:11]=[CH:12][CH:13]=1)[C:2]1[CH:7]=[CH:6][CH:5]=[CH:4][CH:3]=1.[F:30][C:31]([F:42])([F:41])[C:32]1[CH:37]=[CH:36][CH:35]=[CH:34][C:33]=1B(O)O.C([O-])([O-])=O.[K+].[K+].O(C1C=C(CC(NCC2C=C(C3C=CC=CC=3C(F)(F)F)C=CC=2)(O)C(F)(F)F)C=CC=1)C1C=CC=CC=1>CCO.C1C=CC([P]([Pd]([P](C2C=CC=CC=2)(C2C=CC=CC=2)C2C=CC=CC=2)([P](C2C=CC=CC=2)(C2C=CC=CC=2)C2C=CC=CC=2)[P](C2C=CC=CC=2)(C2C=CC=CC=2)C2C=CC=CC=2)(C2C=CC=CC=2)C2C=CC=CC=2)=CC=1.O.CN(C=O)C.C1(C)C=CC=CC=1>[O:1]([C:8]1[CH:9]=[C:10]([N:14]([CH2:22][C:23]2[CH:24]=[C:25]([C:33]3[CH:34]=[CH:35][CH:36]=[CH:37][C:32]=3[C:31]([F:42])([F:41])[F:30])[CH:26]=[CH:27][CH:28]=2)[CH2:15][CH:16]([OH:21])[C:17]([F:20])([F:19])[F:18])[CH:11]=[CH:12][CH:13]=1)[C:2]1[CH:7]=[CH:6][CH:5]=[CH:4][CH:3]=1 |f:2.3.4,^1:93,95,114,133|. Procedure: To a toluene (8 mL) solution of 3-[(3-phenoxyphenyl)[[3-bromophenyl]methyl]-amino]-1,1,1-trifluoro-2-propanol (0.51 g, 1.1 mmol) from EX-595B was added 2-(tri-fluoromethyl)phenylboronic acid (0.33 g, 1.7 mmol) and DMF (3 mL). To the resulting solution was added K2CO3 (0.31 g, 2.2 mmol) and Pd(PPh3)4 (0.060 g, 0.05 mmol). The slurry was heated to reflux under argon for 18 h. The cooled mixture was poured into water and extracted with ethyl acetate. The organic layer was washed with brine, dried (... Yield: 52.1%. Conditions: temperature 0 celsius, time 3 hour. Starting materials: ClC1=CC(=CC=C1)C(=O)OO (m-Chloroperbenzoic acid), N=C1SC2=C(N1CCSC1=CC=CC=C1)C=CC(=C2)OC(F)(F)F (2-imino-3-(2-phenylthioethyl)-6-trifluoromethoxybenzothiazoline). Solvent: C(C)O (ethanol). Yields the product N=C1SC2=C(N1CCS(=O)C1=CC=CC=C1)C=CC(=C2)OC(F)(F)F ((RS)-2-Imino-3-(2-phenylsulphinylethyl)-6-trifluoromethoxybenzothiazoline). Procedure: m-Chloroperbenzoic acid (0.6 g) is added in the course of approximately 10 minutes to 2-imino-3-(2-phenylthioethyl)-6-trifluoromethoxybenzothiazoline (1.3 g) in absolute ethanol (20 cc) cooled to 0° C. The reaction is continued for 3 hours at a temperature in the region of 20° C. The reaction medium is concentrated to dryness under reduced pressure (20 mm Hg; 2.7 kPa) and the residue obtained purified by chromatography on a silica column with ethyl acetate as eluent. (RS)-2-Imino-3-(2-phenylsulp... Reaction SMILES: ClC1C=CC=C(C(OO)=[O:9])C=1.[NH:12]=[C:13]1[N:17]([CH2:18][CH2:19][S:20][C:21]2[CH:26]=[CH:25][CH:24]=[CH:23][CH:22]=2)[C:16]2[CH:27]=[CH:28][C:29]([O:31][C:32]([F:35])([F:34])[F:33])=[CH:30][C:15]=2[S:14]1>C(O)C>[NH:12]=[C:13]1[N:17]([CH2:18][CH2:19][S:20]([C:21]2[CH:22]=[CH:23][CH:24]=[CH:25][CH:26]=2)=[O:9])[C:16]2[CH:27]=[CH:28][C:29]([O:31][C:32]([F:34])([F:35])[F:33])=[CH:30][C:15]=2[S:14]1. The reactants are P(=O)(Cl)(Cl)Cl (Phosphorous oxychloride), IC=1C(=CC=C2C(NC=NC12)=O)C (8-iodo-7-methylquinazolin-4(3H)-one). Yields the product ClC1=NC=NC2=C(C(=CC=C12)C)I (4-chloro-8-iodo-7-methylquinazoline). Yield: 92.1%. As a reaction SMILES: P(Cl)(Cl)([Cl:3])=O.[I:6][C:7]1[C:8]([CH3:18])=[CH:9][CH:10]=[C:11]2[C:16]=1[N:15]=[CH:14][NH:13][C:12]2=O>>[Cl:3][C:12]1[C:11]2[C:16](=[C:7]([I:6])[C:8]([CH3:18])=[CH:9][CH:10]=2)[N:15]=[CH:14][N:13]=1. Reported procedure: Phosphorous oxychloride (19.5 mL, 210 mmol) and 8-iodo-7-methylquinazolin-4(3H)-one (2.00 g, 6.99 mmol) were added to a round bottomed flask. The reaction mixture was heated at reflux for 2 h. Upon cooling, excess POCl3 was removed under reduced pressure and the remaining crude product dissolved in DCM (100 mL) and washed with ice-cold water (300 mL) to remove excess acid. The crude residue dissolved in DCM was then dried over anhydrous sodium sulfate and concentrated in vacuo to give 4-chloro-8... Yields the product COC(=O)C=1C(=C2CCC(N(C2=C(N1)Br)CC1=CC=CC=C1)=O)O (1-Benzyl-8-bromo-5-hydroxy-2-oxo-1,2,3,4-tetrahydro-[1,7]naphthyridine-6-carboxylic acid methyl ester). Isolated yield 78.8%. Reactants: COC(=O)C=1C(=C2CCC(N(C2=CN1)CC1=CC=CC=C1)=O)O (1-benzyl-5-hydroxy-2-oxo-1,2,3,4-tetrahydro-[1,7]naphthyridine-6-carboxylic acid methyl ester), BrN1C(CCC1=O)=O (N-bromosuccinimide). Reaction SMILES: [CH3:1][O:2][C:3]([C:5]1[C:6]([OH:23])=[C:7]2[C:12](=[CH:13][N:14]=1)[N:11]([CH2:15][C:16]1[CH:21]=[CH:20][CH:19]=[CH:18][CH:17]=1)[C:10](=[O:22])[CH2:9][CH2:8]2)=[O:4].[Br:24]N1C(=O)CCC1=O>C(Cl)Cl>[CH3:1][O:2][C:3]([C:5]1[C:6]([OH:23])=[C:7]2[C:12](=[C:13]([Br:24])[N:14]=1)[N:11]([CH2:15][C:16]1[CH:21]=[CH:20][CH:19]=[CH:18][CH:17]=1)[C:10](=[O:22])[CH2:9][CH2:8]2)=[O:4]. Procedure details: A mixture of 1-benzyl-5-hydroxy-2-oxo-1,2,3,4-tetrahydro-[1,7]naphthyridine-6-carboxylic acid methyl ester (300 mg, 0.96 mmol) and N-bromosuccinimide (180 mg, 1.01 mmol) in CH2Cl2 (3 mL) was refluxed for 3 h. After the mixture was cooled to r.t., solvent was evaporated in vacuo, and the residue was chromatographed (0-30% EtOAc/hexanes+2% AcOH) to give 296 mg of the title compound. MS: (+) m/z 390.98, 392.88 (M+H, 79/81Br) Run in C(Cl)Cl (CH2Cl2).